The task is: describe an organic reaction: reactants, conditions, products, and yield. This data is from the Open Reaction Database (ORD), a public repository of structured organic reaction records. Reactants: C(#N)C1=C(C=CC=C1)C1=CC=C(C=C1)CN1C(=C(C2=CC(=CC=C12)C(=O)NC(CC)C1=CC=CC=C1)C)C (1-((2′-cyano-[1,1′-biphenyl]-4-yl)methyl)-2,3-dimethyl-N-(1-phenylpropyl)-1H-indole-5-carboxamide), [Si](C)(C)(C)N=[N+]=[N-] (TMSN3). Run in C1(=CC=CC=C1)C (toluene). Yields the product N1N=NN=C1C1=C(C=CC=C1)C1=CC=C(C=C1)CN1C(=C(C2=CC(=CC=C12)C(=O)NC(CC)C1=CC=CC=C1)C)C (1-((2′-(1H-Tetrazol-5-yl)-[1,1′-biphenyl]-4-yl)methyl)-2,3-dimethyl-N-(1-phenylpropyl)-1H-indole-5-carboxamide). Reaction SMILES: [C:1]([C:3]1[CH:8]=[CH:7][CH:6]=[CH:5][C:4]=1[C:9]1[CH:14]=[CH:13][C:12]([CH2:15][N:16]2[C:24]3[C:19](=[CH:20][C:21]([C:25]([NH:27][CH:28]([C:31]4[CH:36]=[CH:35][CH:34]=[CH:33][CH:32]=4)[CH2:29][CH3:30])=[O:26])=[CH:22][CH:23]=3)[C:18]([CH3:37])=[C:17]2[CH3:38])=[CH:11][CH:10]=1)#[N:2].[Si]([N:43]=[N+:44]=[N-:45])(C)(C)C>C1(C)C=CC=CC=1>[NH:43]1[C:1]([C:3]2[CH:8]=[CH:7][CH:6]=[CH:5][C:4]=2[C:9]2[CH:10]=[CH:11][C:12]([CH2:15][N:16]3[C:24]4[C:19](=[CH:20][C:21]([C:25]([NH:27][CH:28]([C:31]5[CH:36]=[CH:35][CH:34]=[CH:33][CH:32]=5)[CH2:29][CH3:30])=[O:26])=[CH:22][CH:23]=4)[C:18]([CH3:37])=[C:17]3[CH3:38])=[CH:13][CH:14]=2)=[N:2][N:45]=[N:44]1. Procedure: To a solution of 1-((2′-cyano-[1,1′-biphenyl]-4-yl)methyl)-2,3-dimethyl-N-(1-phenylpropyl)-1H-indole-5-carboxamide (27 mg, 0.05 mmol, 1 equiv) in toluene (0.6 mL) in a high-pressure vial were added TMSN3 (14 μL, 0.05 mmol, 2 equiv) and Bu2SnO (2 mg, 0.005 mmol, 0.1 equiv). The vial was sealed and the reaction mixture was heated at reflux for 2 h. After concentration, the residue was purified by preparative HPLC to afford a beige powder. ESI-MS (m/z): 541 [M+H]+. The reactants are C, CO, COc1nnc(Cl)cc1C(C)N, [Pd]. The product is Cl, COc1nnccc1C(C)N. RXN SMILES: [C:15].[CH3:13][OH:14].[Cl:1][c:2]1[cH:3][c:4]([CH:10]([CH3:11])[NH2:12])[c:5]([O:8][CH3:9])[n:6][n:7]1.[Pd:16]>>[ClH:1].[cH:2]1[cH:3][c:4]([CH:10]([CH3:11])[NH2:12])[c:5]([O:8][CH3:9])[n:6][n:7]1.